describe an organic reaction: reactants, conditions, products, and yield From a dataset of the Open Reaction Database (ORD), a public repository of structured organic reaction records. Starting materials: COC(=O)OCC=Cc1ccccc1, C1CCOC1, NCc1ccccc1. The product is C=CC(NCc1ccccc1)c1ccccc1. As a reaction SMILES: [C:1](=[O:2])([O:12][CH3:13])[O:14][CH2:3][CH:4]=[CH:5][c:6]1[cH:7][cH:8][cH:9][cH:10][cH:11]1.[CH2:23]1[O:24][CH2:25][CH2:26][CH2:27]1.[NH2:15][CH2:16][c:17]1[cH:18][cH:19][cH:20][cH:21][cH:22]1>>[CH2:3]=[CH:4][CH:5]([c:6]1[cH:7][cH:8][cH:9][cH:10][cH:11]1)[NH:15][CH2:16][c:17]1[cH:18][cH:19][cH:20][cH:21][cH:22]1. The reactants are C1COCCO1, CCOC(=O)CC1CCC(c2cc(N(COCC[Si](C)(C)C)COCC[Si](C)(C)C)n3ncc(-c4ccc(Cl)nc4)c3n2)CC1, [K+], [K+], [K+], O, OB(O)c1ccccc1, O=P([O-])([O-])[O-], c1ccc(P(c2ccccc2)(c2ccccc2)[Pd](P(c2ccccc2)(c2ccccc2)c2ccccc2)(P(c2ccccc2)(c2ccccc2)c2ccccc2)P(c2ccccc2)(c2ccccc2)c2ccccc2)cc1. Product: CCOC(=O)CC1CCC(c2cc(N(COCC[Si](C)(C)C)COCC[Si](C)(C)C)n3ncc(-c4ccc(-c5ccccc5)nc4)c3n2)CC1. RXN SMILES: [CH2:63]1[O:64][CH2:65][CH2:66][O:67][CH2:68]1.[CH3:1][Si:2]([CH2:3][CH2:4][O:5][CH2:6][N:7]([c:8]1[cH:9][c:10]([CH:24]2[CH2:25][CH2:26][CH:27]([CH2:30][C:31](=[O:32])[O:33][CH2:34][CH3:35])[CH2:28][CH2:29]2)[n:11][c:12]2[n:13]1[n:14][cH:15][c:16]2-[c:17]1[cH:18][n:19][c:20]([Cl:23])[cH:21][cH:22]1)[CH2:36][O:37][CH2:38][CH2:39][Si:40]([CH3:41])([CH3:42])[CH3:43])([CH3:44])[CH3:45].[K+:60].[K+:61].[K+:62].[OH2:146].[OH:46][B:47]([OH:48])[c:49]1[cH:50][cH:51][cH:52][cH:53][cH:54]1.[P:55]([O-:56])([O-:57])([O-:58])=[O:59].[cH:69]1[cH:70][cH:71][c:72]([P:73]([Pd:74]([P:75]([c:76]2[cH:77][cH:78][cH:79][cH:80][cH:81]2)([c:82]2[cH:83][cH:84][cH:85][cH:86][cH:87]2)[c:88]2[cH:89][cH:90][cH:91][cH:92][cH:93]2)([P:94]([c:95]2[cH:96][cH:97][cH:98][cH:99][cH:100]2)([c:101]2[cH:102][cH:103][cH:104][cH:105][cH:106]2)[c:107]2[cH:108][cH:109][cH:110][cH:111][cH:112]2)[P:113]([c:114]2[cH:115][cH:116][cH:117][cH:118][cH:119]2)([c:120]2[cH:121][cH:122][cH:123][cH:124][cH:125]2)[c:126]2[cH:127][cH:128][cH:129][cH:130][cH:131]2)([c:132]2[cH:133][cH:134][cH:135][cH:136][cH:137]2)[c:138]2[cH:139][cH:140][cH:141][cH:142][cH:143]2)[cH:144][cH:145]1>>[CH3:1][Si:2]([CH2:3][CH2:4][O:5][CH2:6][N:7]([c:8]1[cH:9][c:10]([CH:24]2[CH2:25][CH2:26][CH:27]([CH2:30][C:31](=[O:32])[O:33][CH2:34][CH3:35])[CH2:28][CH2:29]2)[n:11][c:12]2[n:13]1[n:14][cH:15][c:16]2-[c:17]1[cH:18][n:19][c:20](-[c:49]2[cH:50][cH:51][cH:52][cH:53][cH:54]2)[cH:21][cH:22]1)[CH2:36][O:37][CH2:38][CH2:39][Si:40]([CH3:41])([CH3:42])[CH3:43])([CH3:44])[CH3:45]. Reactants: Cc1ccccc1, OCc1cccc(F)c1NCCN1CCCCC1, O=[Mn]=O. Yields the product O=Cc1cccc(F)c1NCCN1CCCCC1. Reaction SMILES: [CH3:19][c:20]1[cH:21][cH:22][cH:23][cH:24][cH:25]1.[N:1]1([CH2:7][CH2:8][NH:9][c:10]2[c:11]([CH2:17][OH:18])[cH:12][cH:13][cH:14][c:15]2[F:16])[CH2:2][CH2:3][CH2:4][CH2:5][CH2:6]1.[O:26]=[Mn:27]=[O:28]>>[N:1]1([CH2:7][CH2:8][NH:9][c:10]2[c:11]([CH:17]=[O:18])[cH:12][cH:13][cH:14][c:15]2[F:16])[CH2:2][CH2:3][CH2:4][CH2:5][CH2:6]1. Starting materials: F (hydrogen fluoride), ice water, N (ammonia), C(C)(=O)O[C@@H]1[C@]2(C)[C@@H](CC1)[C@@H]1CCC3=CC(CC[C@]3(C)C1=CC2)=O (17β-acetoxy-4,9(11)-androstadien-3-one), BrN1C(CCC1=O)=O (N-bromosuccinimide). The solvent is CN(C=O)C (dimethylformamide). Reaction conditions: time 1.5 hour. Yields the product C(C)(=O)O[C@@H]1[C@]2(C)[C@@H](CC1)[C@@H]1CCC3=CC(CC[C@]3(C)[C@]1([C@H](C2)F)Br)=O (17β-acetoxy-9-bromo-11β-fluoro-4-androsten-3-one). As a reaction SMILES: [FH:1].[C:2]([O:5][C@H:6]1[CH2:11][CH2:10][C@H:9]2[C@H:12]3[C:22](=[CH:23][CH2:24][C@:7]12[CH3:8])[C@:20]1([CH3:21])[C:15](=[CH:16][C:17](=[O:25])[CH2:18][CH2:19]1)[CH2:14][CH2:13]3)(=[O:4])[CH3:3].[Br:26]N1C(=O)CCC1=O.N>CN(C)C=O>[C:2]([O:5][C@H:6]1[CH2:11][CH2:10][C@H:9]2[C@H:12]3[C@:22]([Br:26])([C@@H:23]([F:1])[CH2:24][C@:7]12[CH3:8])[C@:20]1([CH3:21])[C:15](=[CH:16][C:17](=[O:25])[CH2:18][CH2:19]1)[CH2:14][CH2:13]3)(=[O:4])[CH3:3]. Procedure: At -78°, 80 ml. of hydrogen fluoride is combined with 32 ml. of dimethylformamide, 22 g. of 17β-acetoxy-4,9(11)-androstadien-3-one, and 16 g. of N-bromosuccinimide. The mixture is allowed to stand for 1.5 hours at -30° and then introduced into a mixture of ice/water and a 25% ammonia solution. The precipitate is filtered off, dissolved in a mixture of ethyl acetate and methylene chloride, washed with water, and dried over sodium sulfate. After chromatography with acetone/hexane, 9.1 g of 17β-ace...